This data is from the Open Reaction Database (ORD), a public repository of structured organic reaction records. The task is: describe an organic reaction: reactants, conditions, products, and yield Reactants: ClCCl.CCOCC (dichloromethane ether), Cl.CN(CCCN=C=NCC)C (1-[3-(dimethylamino)propyl]-3-ethylcarbodiimide hydrochloride), FC=1C=C(C=CC1C=1C=NC(=CC1)C1=NO[C@@H](C1)CO)N1C(O[C@H](C1)CN1N=NC=C1)=O ((5R)-3-(3-Fluoro-4-{6-[(5S)-5-(hydroxymethyl)-4,5-dihydroisoxazol-3-yl]pyridin-3-yl}phenyl)-5-(1H-1,2,3-triazol-1-ylmethyl)-1,3-oxazolidin-2-one), COCCC(=O)O (3-methoxypropionic acid). Reagents/catalysts: CN(C1=CC=NC=C1)C (4-dimethylaminopyridine). Solvent: C(C)(=O)OCC (ethyl acetate), CN(C)C=O (DMF). Conditions: time 1.5 hour. Product: COCCCC(=O)OC[C@@H]1CC(=NO1)C1=NC=C(C=C1)C1=C(C=C(C=C1)N1C(O[C@H](C1)CN1N=NC=C1)=O)F ([(5S)-3-(5-{2-Fluoro-4-[(5R)-2-oxo-5-(1H-1,2,3-triazol-1-ylmethyl)-1,3-oxazolidin-3-yl]phenyl}pyridin-2-yl)-4,5-dihydroisoxazol-5-yl]methyl 4-methoxybutanoate), solid. Reaction SMILES: [F:1][C:2]1[CH:3]=[C:4]([N:21]2[CH2:25][C@H:24]([CH2:26][N:27]3[CH:31]=[CH:30][N:29]=[N:28]3)[O:23][C:22]2=[O:32])[CH:5]=[CH:6][C:7]=1[C:8]1[CH:9]=[N:10][C:11]([C:14]2[CH2:18][C@@H:17]([CH2:19][OH:20])[O:16][N:15]=2)=[CH:12][CH:13]=1.[CH3:33][O:34][CH2:35][CH2:36][C:37](O)=O.Cl.CN(C)CCCN=C=NCC.ClCCl.C[CH2:56][O:57]CC>CN(C)C1C=CN=CC=1.CN(C=O)C.C(OCC)(=O)C>[CH3:33][O:34][CH2:35][CH2:36][CH2:37][C:56]([O:20][CH2:19][C@H:17]1[O:16][N:15]=[C:14]([C:11]2[CH:12]=[CH:13][C:8]([C:7]3[CH:6]=[CH:5][C:4]([N:21]4[CH2:25][C@H:24]([CH2:26][N:27]5[CH:31]=[CH:30][N:29]=[N:28]5)[O:23][C:22]4=[O:32])=[CH:3][C:2]=3[F:1])=[CH:9][N:10]=2)[CH2:18]1)=[O:57] |f:2.3,4.5|. Reported procedure: (5R)-3-(3-Fluoro-4-{6-[(5S)-5-(hydroxymethyl)-4,5-dihydroisoxazol-3-yl]pyridin-3-yl}phenyl)-5-(1H-1,2,3-triazol-1-ylmethyl)-1,3-oxazolidin-2-one (Example 1, 0.125 g, 0.29 mmol), 3-methoxypropionic acid (0.13 g, 1.1 mmol), 4-dimethylaminopyridine (0.003 g, 0.025 mmol), and 1-[3-(dimethylamino)propyl]-3-ethylcarbodiimide hydrochloride (0.125 g, 0.65 mmol) were combined in DMF (2 ml). The suspension was allowed to stir for 1.5 hours at room temperature resulting in a clear solution. The mixture was... Starting materials: N(=O)[O-].[Na+] (NaNO2), [Cl-].[K+] (KCl), C(CC(=O)C)(=O)OCC (ethyl acetoacetate). Run in O (water), O (water), C(C)(=O)O (acetic acid). Run at temperature -10 celsius, time 30 minute. Product: ON=C(C(=O)OCC)C(C)=O (Ethyl 2-(Hydroxyimino)-3-oxobutyrate). The yield is 96.3%. RXN SMILES: [C:1]([O:7][CH2:8][CH3:9])(=[O:6])[CH2:2][C:3]([CH3:5])=[O:4].[N:10]([O-])=[O:11].[Na+].[Cl-].[K+]>C(O)(=O)C.O>[OH:11][N:10]=[C:2]([C:3](=[O:4])[CH3:5])[C:1]([O:7][CH2:8][CH3:9])=[O:6] |f:1.2,3.4|. Reported procedure: Under N2, a solution of ethyl acetoacetate (286 mL, 292 g, 2.24 mol) dissolved in 300 mL of acetic acid was cooled to -10° C. Maintaining that temperature, NaNO2 (80 g, 2.61 mol) in 400 mL of water was slowly added, and the mixture then stirred 30 minutes at 0° C., at which time KCl (160 g, 2.15 mol) in 800 mL of water was added over 20 minutes, the mixture stirred for an additional 30 minutes at0° C. and then extracted 3×1 L ether. The organic layers were combined, washed 2×1 L water and 1×1L b... Starting materials: C(C)(C)(C)OC(=O)N1CCCC12C(NCC2)=O (6-oxo-1,7-diaza-spiro[4,4]nonan-1-carboxylic acid tert-butyl ester), BrC=1C=CC(=NC1)[N+](=O)[O-] (5-bromo-2-nitropyridine). Yields the product C(C)(C)(C)OC(=O)N1CCCC12C(N(CC2)C=2C=NC(=CC2)[N+](=O)[O-])=O (7-(6-nitro-pyridin-3-yl)-6-oxo-1,7-diaza-spiro[4,4]nonane-1-carboxylic acid tert-butyl ester). Yield: 79.1%. RXN SMILES: [C:1]([O:5][C:6]([N:8]1[C:12]2([CH2:16][CH2:15][NH:14][C:13]2=[O:17])[CH2:11][CH2:10][CH2:9]1)=[O:7])([CH3:4])([CH3:3])[CH3:2].Br[C:19]1[CH:20]=[CH:21][C:22]([N+:25]([O-:27])=[O:26])=[N:23][CH:24]=1>>[C:1]([O:5][C:6]([N:8]1[C:12]2([CH2:16][CH2:15][N:14]([C:19]3[CH:24]=[N:23][C:22]([N+:25]([O-:27])=[O:26])=[CH:21][CH:20]=3)[C:13]2=[O:17])[CH2:11][CH2:10][CH2:9]1)=[O:7])([CH3:4])([CH3:2])[CH3:3]. Procedure: Following general N—C coupling procedure 1, 6-oxo-1,7-diaza-spiro[4,4]nonan-1-carboxylic acid tert-butyl ester (1.3 g, 5.41 mmol) was combined with 5-bromo-2-nitropyridine (1.10 g, 5.41 mmol) which gave 7-(6-nitro-pyridin-3-yl)-6-oxo-1,7-diaza-spiro[4,4]nonane-1-carboxylic acid tert-butyl ester (1.55 g) in 79% yield. Reactants: ClCC(=O)C1=CC(=C(C=C1)Cl)S(N)(=O)=O (2,4'-dichloro-3'-sulfamoylacetophenone), CNC(=S)NCC1=NC=CC=C1 (1-methyl-3-(2-pyridylmethyl)-thiourea). The product is Cl.ClC1=C(C=C(C=C1)C1(N(C(SC1)=NCC1=NC=CC=C1)C)O)S(N)(=O)=O (4-(4-Chloro-3-sulfamoylphenyl)-3-methyl-2-(2-pyridylmethylimino)-1,3-thiazolidine-4-ol-hydrochloride). Reaction SMILES: [Cl:1][CH2:2][C:3]([C:5]1[CH:10]=[CH:9][C:8]([Cl:11])=[C:7]([S:12](=[O:15])(=[O:14])[NH2:13])[CH:6]=1)=[O:4].[CH3:16][NH:17][C:18]([NH:20][CH2:21][C:22]1[CH:27]=[CH:26][CH:25]=[CH:24][N:23]=1)=[S:19]>>[ClH:1].[Cl:11][C:8]1[CH:9]=[CH:10][C:5]([C:3]2([OH:4])[CH2:2][S:19][C:18](=[N:20][CH2:21][C:22]3[CH:27]=[CH:26][CH:25]=[CH:24][N:23]=3)[N:17]2[CH3:16])=[CH:6][C:7]=1[S:12](=[O:15])(=[O:14])[NH2:13] |f:2.3|. Procedure: 5.2 g of 2,4'-dichloro-3'-sulfamoylacetophenone and 3.5 g of 1-methyl-3-(2-pyridylmethyl)-thiourea were reacted as prescribed in Example 12 and the end product was precipitated with 400 ml of ethyl acetate while stirring. Colorless crystals, melting point 152° C (decomposition) γC=N 1620 cm-1. Starting materials: O.[OH-].[Li+] (Lithium hydroxide monohydrate), COC(CC1=CC2=CC=C(C=C2C(=C1C)C1=CC=C(C=C1)S(NC1=CC=C(C=C1)OC(F)(F)F)(=O)=O)F)=O ({6-fluoro-3-methyl-4-[4-(4-trifluoromethoxy-phenylsulfamoyl)-phenyl]-naphthalen-2-yl}-acetic acid methyl ester), C1CCOC1.O (THF H2O). Run in CCCCCC (hexane). Conditions: time 16 hour. Product: FC=1C=C2C(=C(C(=CC2=CC1)CC(=O)O)C)C1=CC=C(C=C1)S(NC1=CC=C(C=C1)OC(F)(F)F)(=O)=O ({6-fluoro-3-methyl-4-[4-(4-trifluoromethoxy-phenyl-sulfamoyl)-phenyl]-naphthalen-2-yl}-acetic acid). The yield is 83.0%. As a reaction SMILES: O.[OH-].[Li+].C[O:5][C:6](=[O:41])[CH2:7][C:8]1[C:17]([CH3:18])=[C:16]([C:19]2[CH:24]=[CH:23][C:22]([S:25](=[O:39])(=[O:38])[NH:26][C:27]3[CH:32]=[CH:31][C:30]([O:33][C:34]([F:37])([F:36])[F:35])=[CH:29][CH:28]=3)=[CH:21][CH:20]=2)[C:15]2[C:10](=[CH:11][CH:12]=[C:13]([F:40])[CH:14]=2)[CH:9]=1.C1COCC1.O>CCCCCC>[F:40][C:13]1[CH:14]=[C:15]2[C:10](=[CH:11][CH:12]=1)[CH:9]=[C:8]([CH2:7][C:6]([OH:41])=[O:5])[C:17]([CH3:18])=[C:16]2[C:19]1[CH:24]=[CH:23][C:22]([S:25](=[O:39])(=[O:38])[NH:26][C:27]2[CH:32]=[CH:31][C:30]([O:33][C:34]([F:37])([F:35])[F:36])=[CH:29][CH:28]=2)=[CH:21][CH:20]=1 |f:0.1.2,4.5|. Reported procedure: Lithium hydroxide monohydrate (0.012 g, 0.39 mmol) was added to a stirred solution of {6-fluoro-3-methyl-4-[4-(4-trifluoromethoxy-phenylsulfamoyl)-phenyl]-naphthalen-2-yl}-acetic acid methyl ester (0.038 g, 0.07 mmol) in a 3:1 mixture of THF—H2O mixture (5 mL). The reaction mixture was stirred for 16 hours at room temperature. The reaction mixture was concentrated to remove THF, and the crude material was diluted with water, acidified [pH˜2] with a 6 N aqueous solution of hydrochloric acid. The ... The reactants are N(=O)OC(C)(C)C (tert-butyl nitrite), CSSC (dimethyl disulfide), BrC1=C(C(=C(N)C=C1)C)C (4-bromo-2,3-dimethylaniline). The reagents and catalysts are [Cu] (copper). Run at temperature 77.5 celsius, time 9 hour. The product is CC1=C(C=CC(=C1C)SC)Br (2,3-dimethyl-4-methylthiobromobenzene). As a reaction SMILES: N(OC(C)(C)C)=O.[Br:8][C:9]1[CH:15]=[CH:14][C:12](N)=[C:11]([CH3:16])[C:10]=1[CH3:17].[CH3:18][S:19]SC>[Cu]>[CH3:17][C:10]1[C:11]([CH3:16])=[C:12]([S:19][CH3:18])[CH:14]=[CH:15][C:9]=1[Br:8]. Procedure details: 603 g (5.85 mol) of tert-butyl nitrite and 375 g of copper powder (5.9 mol) are initially charged in 3000 ml of dimethyl disulfide, and 761 g (3.75 mol) of 4-bromo-2,3-dimethylaniline are added dropwise at from 50 to 58° C. The mixture is subsequently stirred at from 75 to 80° C. for 9 hours. For work-up, the mixture is cooled, the residue is filtered off and the filtrate is washed with saturated aqueous NaHCO3 solution. For purification of the product, the organic phase is separated by distilla...